Dataset: the Open Reaction Database (ORD), a public repository of structured organic reaction records. Task: describe an organic reaction: reactants, conditions, products, and yield The reactants are FC=1C=C(C=CC1F)O (3,4-difluorophenol), C(CCCCCC)[Si]1(CCC(CC1)C(=O)O)C1=CC=CC=C1 (4-n-heptyl-4-phenyl-4-silacyclohexanecarboxylic acid). The product is C(CCCCCC)[Si@@H]1CC[C@H](CC1)C(=O)OC1=CC(=C(C=C1)F)F ((3,4-difluorophenyl) trans-4-n-heptyl-4-silacyclohexanecarboxylate). As a reaction SMILES: [F:1][C:2]1[CH:3]=[C:4]([OH:9])[CH:5]=[CH:6][C:7]=1[F:8].[CH2:10]([Si:17]1(C2C=CC=CC=2)[CH2:22][CH2:21][CH:20]([C:23](O)=[O:24])[CH2:19][CH2:18]1)[CH2:11][CH2:12][CH2:13][CH2:14][CH2:15][CH3:16]>>[CH2:10]([Si@H:17]1[CH2:18][CH2:19][C@H:20]([C:23]([O:9][C:4]2[CH:5]=[CH:6][C:7]([F:8])=[C:2]([F:1])[CH:3]=2)=[O:24])[CH2:21][CH2:22]1)[CH2:11][CH2:12][CH2:13][CH2:14][CH2:15][CH3:16]. Reported procedure: The general procedure of Example 3 was repeated using 3,4-difluorophenol and 4-n-heptyl-4-phenyl-4-silacyclohexanecarboxylic acid, thereby obtaining the intended product. Reactants: solids, C(C1=CC=C(C(=O)O)C=C1)(=O)O.C(C[*:2])[*:1] (PET), C(C1=CC=C(C(=O)O)C=C1)(=O)O.C(C[*:2])[*:1] (PET), CC(=C)C(=O)NCCC[N+](C)(C)C.[Cl-] (MAPTAC), solution, O.C(C)(C)O (water isopropyl alcohol). The product is CC(=C)C(=O)NCCC[N+](C)(C)C.[Cl-].C(=C)N1C(CCC1)=O (MAPTAC Vinyl Pyrrolidone). As a reaction SMILES: [CH3:1][C:2]([C:4]([NH:6][CH2:7][CH2:8][CH2:9][N+:10]([CH3:13])([CH3:12])[CH3:11])=[O:5])=[CH2:3].[Cl-:14].O.[CH:16]([OH:19])([CH3:18])C>>[CH3:3][C:2]([C:4]([NH:6][CH2:7][CH2:8][CH2:9][N+:10]([CH3:13])([CH3:11])[CH3:12])=[O:5])=[CH2:1].[Cl-:14].[CH:4]([N:6]1[CH2:7][CH2:8][CH2:18][C:16]1=[O:19])=[CH2:2] |f:0.1,2.3,4.5.6|. Procedure details: A polyethylene terephthalate (PET) surface is coated with an 8% solids solution of MAPTAC/VP/SiAM 15/75/10 of Example 1a (1.5 mL of solution on a 5 cm*5 cm PET sheet, spin coating 1500 rpm, 15 s). The solvent used is a water/isopropyl alcohol mixture (70/30), in order to have a sufficient wetting of the PET sheet by the solution. After 7 days of drying in 75% RH atmosphere, a contact angle of 140° is measured with water. Starting materials: N1(N=CC=C1)C1=CC=C(C=O)C=C1 (4-pyrazol-1-yl-benzaldehyde), C(C)(=O)[O-].[NH4+] (ammonium acetate), [N+](=O)([O-])CC (nitroethane). The product is [N+](=O)([O-])C(CC1=CC=C(C=C1)N1N=CC=C1)C (1-[4-(2-Nitro-propyl)-phenyl]-1H-pyrazole). As a reaction SMILES: [N:1]1([C:6]2[CH:13]=[CH:12][C:9]([CH:10]=O)=[CH:8][CH:7]=2)[CH:5]=[CH:4][CH:3]=[N:2]1.C([O-])(=O)C.[NH4+].[N+:19]([CH2:22][CH3:23])([O-:21])=[O:20]>>[N+:19]([CH:22]([CH3:23])[CH2:10][C:9]1[CH:12]=[CH:13][C:6]([N:1]2[CH:5]=[CH:4][CH:3]=[N:2]2)=[CH:7][CH:8]=1)([O-:21])=[O:20] |f:1.2|. Reported procedure: A mixture comprising 4-pyrazol-1-yl-benzaldehyde (7.0 g, 40.65 mmol), ammonium acetate (0.94 g, 12.19 mmol) and nitroethane (24 ml, 333.3 mmol) is stirred at reflux for 10 hours. The solvent is removed in vacuo and the resulting solid is dissolved in EtOAc and washed with water (3×50 ml). The organic portion is dried (MgSO4) and concentrated in vacuo to afford the title compound as an orange solid. [MH+ 230.1]. Reactants: C(C)(=O)Cl (Acetyl chloride), [N+](=O)([O-])C=1C(=NNC1)C(=O)O (4-nitro-1H-pyrazole-3-carboxylic acid). Solvent: C(C)O (ethanol). Product: [N+](=O)([O-])C=1C(=NNC1)C(=O)OCC (4-Nitro-1H-pyrazole-3-carboxylic acid, ethyl ester). RXN SMILES: [C:1](Cl)(=O)[CH3:2].[N+:5]([C:8]1[C:9]([C:13]([OH:15])=[O:14])=[N:10][NH:11][CH:12]=1)([O-:7])=[O:6]>C(O)C>[N+:5]([C:8]1[C:9]([C:13]([O:15][CH2:1][CH3:2])=[O:14])=[N:10][NH:11][CH:12]=1)([O-:7])=[O:6]. Procedure: Acetyl chloride (50 mL) was added dropwise to ethanol (450 mL) at 0° C. with stirring. After addition was complete, the ice-bath was removed, and the mixture was stirred at room temperature for 30 minutes. To this mixture was added 4-nitro-1H-pyrazole-3-carboxylic acid (Aldrich) (10 g, 63.65 mmol), and the resulting homogeneous mixture was stirred at room temperature for a total of 48 hours. The reaction was monitored by TLC. The solvent was removed under reduced pressure and then co-evaporated ... The reactants are NO (amino alcohol), C(C1=CC=CC=C1)(=O)O (benzoic acid). Solvent: C1(=CC=CC=C1)C (toluene), CC(=O)C (acetone), CC(=O)C (acetone). Run at time 1 hour. Yields the product C(C1=CC=CC=C1)(=O)O.NO (amino alcohol benzoic acid salt). The yield is 149.5%. As a reaction SMILES: [NH2:1][OH:2].[C:3]([OH:11])(=[O:10])[C:4]1[CH:9]=[CH:8][CH:7]=[CH:6][CH:5]=1>C1(C)C=CC=CC=1.CC(C)=O>[C:3]([OH:11])(=[O:10])[C:4]1[CH:9]=[CH:8][CH:7]=[CH:6][CH:5]=1.[NH2:1][OH:2] |f:4.5|. Reported procedure: The compound (5) (9.63 g, 45.58 mmol) prepared in (4) was dissolved in toluene (33 ml) and n-propanol (72 ml). To the solution was added metal sodium (7.47 g, 325 mmol) in portions under reflux over 25 minutes. After 1 hour, additional metal sodium (1.15 g, 50 mmol) was added, and stirring was continued for 1 hour under reflux. The reaction mixture was cooled and then partitioned into two layers by adding ice water (39 ml) and toluene (95 ml). The aqueous layer was extracted with toluene (95 ml)... Starting materials: CC(C)(C)OC(=O)CC(=O)CC1OC(C)(C)OC1=O, C[O-], Cc1ccccc1, Cl, [Na+]. The product is COC(=O)C(O)CC(=O)CC(=O)OC(C)(C)C. As a reaction SMILES: [CH3:1][C:2]1([CH3:19])[O:3][C:4](=[O:18])[CH:5]([CH2:7][C:8]([CH2:9][C:10](=[O:11])[O:12][C:13]([CH3:14])([CH3:15])[CH3:16])=[O:17])[O:6]1.[CH3:20][O-:21].[CH3:24][c:25]1[cH:26][cH:27][cH:28][cH:29][cH:30]1.[ClH:23].[Na+:22]>>[CH3:2][O:3][C:4]([CH:5]([OH:6])[CH2:7][C:8]([CH2:9][C:10](=[O:11])[O:12][C:13]([CH3:14])([CH3:15])[CH3:16])=[O:17])=[O:18]. The reactants are OC1CCN(CC1)C(=O)OC(C)(C)C (4-hydroxy-N-(t-butoxycarbonyl)piperidine), [H-].[Na+] (NaH), FC1=C(C=C(C=C1)[N+](=O)[O-])C(F)(F)F (4-Flouro-3-trifluoromethyl-1-nitrobenzene). Solvent: CN(C)C=O (DMF), O (water). Reaction conditions: time 2 hour. The product is ( C ), C(C)(C)(C)OC(=O)N1CCC(CC1)OC1=C(C=C(C=C1)[N+](=O)[O-])C(F)(F)F (4-(N-(t-butoxycarbonyl)piperidin-4-yl)oxy-3-trifluoromethyl-1-nitrobenzene). Isolated yield 80.0%. Reaction SMILES: [OH:1][CH:2]1[CH2:7][CH2:6][N:5]([C:8]([O:10][C:11]([CH3:14])([CH3:13])[CH3:12])=[O:9])[CH2:4][CH2:3]1.[H-].[Na+].F[C:18]1[CH:23]=[CH:22][C:21]([N+:24]([O-:26])=[O:25])=[CH:20][C:19]=1[C:27]([F:30])([F:29])[F:28]>CN(C=O)C.O>[C:11]([O:10][C:8]([N:5]1[CH2:4][CH2:3][CH:2]([O:1][C:18]2[CH:23]=[CH:22][C:21]([N+:24]([O-:26])=[O:25])=[CH:20][C:19]=2[C:27]([F:28])([F:29])[F:30])[CH2:7][CH2:6]1)=[O:9])([CH3:14])([CH3:13])[CH3:12] |f:1.2|. Reported procedure: To 4-hydroxy-N-(t-butoxycarbonyl)piperidine (10.0 g) in DMF was added NaH (2.2 g) at ambient temperature. The reaction mixture was stirred at ambient temperature for 2 hours. 4-Flouro-3-trifluoromethyl-1-nitrobenzene (5.3 mL) was added and the reaction mixture was stirred overnight at ambient temperature. The reaction mixture was diluted with water and extracted with ethyl acetate. The organic layer was washed with aqueous NaHCO3 and aqueous HCl, dried over sodium sulfate, concentrated and purif...